Dataset: the Open Reaction Database (ORD), a public repository of structured organic reaction records. Task: describe an organic reaction: reactants, conditions, products, and yield Reactants: COC(C(CC1=CC(=CC=C1)C=1C=C(C=C2C=CC=NC12)C(C)(C)S(=O)(=O)C)C1=CC=C(C=C1)SC)=O (3-{3-[6-(1-methanesulfonyl-1-methyl-ethyl)-quinolin-8-yl]-phenyl}-2-(4-methylsulfanyl-phenyl)-propionic acid methyl ester), CC(C)C[Al]CC(C)C (dibal-H). Solvent: C(Cl)Cl (CH2Cl2). Reaction conditions: temperature 21 celsius, time 3 hour. Product: CS(=O)(=O)C(C)(C)C=1C=C2C=CC=NC2=C(C1)C=1C=C(C=CC1)CC(CO)C1=CC=C(C=C1)SC (3-{3-[6-(1-Methanesulfonyl-1-methyl-ethyl)-quinolin-8-yl]-phenyl}-2-(4-methylsulfanyl-phenyl)-propan-1-ol). RXN SMILES: C[O:2][C:3](=O)[CH:4]([C:29]1[CH:34]=[CH:33][C:32]([S:35][CH3:36])=[CH:31][CH:30]=1)[CH2:5][C:6]1[CH:11]=[CH:10][CH:9]=[C:8]([C:12]2[CH:13]=[C:14]([C:22]([S:25]([CH3:28])(=[O:27])=[O:26])([CH3:24])[CH3:23])[CH:15]=[C:16]3[C:21]=2[N:20]=[CH:19][CH:18]=[CH:17]3)[CH:7]=1.CC(C[Al]CC(C)C)C>C(Cl)Cl>[CH3:28][S:25]([C:22]([C:14]1[CH:15]=[C:16]2[C:21](=[C:12]([C:8]3[CH:7]=[C:6]([CH2:5][CH:4]([C:29]4[CH:34]=[CH:33][C:32]([S:35][CH3:36])=[CH:31][CH:30]=4)[CH2:3][OH:2])[CH:11]=[CH:10][CH:9]=3)[CH:13]=1)[N:20]=[CH:19][CH:18]=[CH:17]2)([CH3:24])[CH3:23])(=[O:26])=[O:27] |^1:40|. Procedure: To a solution of the ester from Step 1, Example 13 (1.0 g, 5 mmol) in CH2Cl2 (25 mL) at −78° C. was added dibal-H (20.1 mL, 12 mmol). The resulting reaction mixture was warmed slowly to 21° C., then quenched with sodium potassium tartrate solution and stirred at 21° C. for 3 h. The reaction mixture was diluted with ethyl acetate. The organic extracts were washed (H2O), (brine), dried (MgSO4), filtered and concentrated. Purification by flash chromatography (eluting with hexane/ethyl acetate, 50:5... Reagents/catalysts: [Ni] (Ni). Reported procedure: 6-bromo-N-(6-methoxypyridin-3-yl)-3-nitroquinolin-4-amine (compound of step 2, 13.3 mmol) was hydrogenated using Raney-Ni (1 g) in THF-MeOH [(1:1), 50 mL] under 40 psi of hydrogen for 4 h at RT. After completion of the reaction, the reaction mixture was filtered through celite and washed with methanol. The filtrate was concentrated and purified (silica gel column, MeOH/CHCl3 as eluent) to obtain the title compound. 1H NMR (300 MHz, DMSO-d6): δ 8.59 (s, 1H), 7.93 (d, J=2.1 Hz, 1H), 7.78 (d, J=8.7... The solvent is C1CCOC1.CO (THF MeOH). Starting materials: BrC=1C=C2C(=C(C=NC2=CC1)[N+](=O)[O-])NC=1C=NC(=CC1)OC (6-bromo-N-(6-methoxypyridin-3-yl)-3-nitroquinolin-4-amine), BrC=1C=C2C(=C(C=NC2=CC1)[N+](=O)[O-])NC=1C=NC(=CC1)OC (6-bromo-N-(6-methoxypyridin-3-yl)-3-nitroquinolin-4-amine), [H][H] (hydrogen). Product: BrC=1C=C2C(=C(C=NC2=CC1)N)NC=1C=NC(=CC1)OC (6-bromo-N4-(6-methoxypyridin-3-yl)quinoline-3,4-diamine). RXN SMILES: [Br:1][C:2]1[CH:3]=[C:4]2[C:9](=[CH:10][CH:11]=1)[N:8]=[CH:7][C:6]([N+:12]([O-])=O)=[C:5]2[NH:15][C:16]1[CH:17]=[N:18][C:19]([O:22][CH3:23])=[CH:20][CH:21]=1.[H][H]>C1COCC1.CO.[Ni]>[Br:1][C:2]1[CH:3]=[C:4]2[C:9](=[CH:10][CH:11]=1)[N:8]=[CH:7][C:6]([NH2:12])=[C:5]2[NH:15][C:16]1[CH:17]=[N:18][C:19]([O:22][CH3:23])=[CH:20][CH:21]=1 |f:2.3|. Reaction SMILES: [S:1]1[CH:5]=[CH:4][C:3]2[CH:6]([N:10]=[C:11]=[O:12])[CH2:7][CH2:8][CH2:9][C:2]1=2.Cl.[NH2:14][OH:15]>C(N(CC)CC)C>[OH:15][NH:14][C:11]([NH:10][CH:6]1[C:3]2[CH:4]=[CH:5][S:1][C:2]=2[CH2:9][CH2:8][CH2:7]1)=[O:12] |f:1.2|. Starting materials: S1C2=C(C=C1)C(CCC2)N=C=O (4,5,6,7-tetrahydrobenzo-[b]thien-4-yl isocyanate), Cl.NO (hydroxylamine hydrochloride), product. The solvent is C(C)N(CC)CC (triethylamine). The product is ONC(=O)NC1CCCC=2SC=CC21 (1-hydroxy-3-(4,5,6,7-tetrahydrobenzo[b]thien-4-yl)urea). Procedure: The above compound is prepared in the manner described in Example 6, by allowing 4,5,6,7-tetrahydrobenzo-[b]thien-4-yl isocyanate to react with hydroxylamine hydrochloride in the presence of triethylamine. The product melts at 158.5° C. to 160.5° C. The reactants are [N+](=O)([O-])C1=CC=C(CO)C=C1 (4-nitrobenzyl alcohol), C(C)(=O)OC(C)=O (acetic anhydride), C(C)(=O)O (acetic acid). Run in O (water). Product: C(C)(=O)OCC1=CC=C(C=C1)[N+](=O)[O-] (4-nitrobenzyl acetate). RXN SMILES: [N+:1]([C:4]1[CH:11]=[CH:10][C:7]([CH2:8][OH:9])=[CH:6][CH:5]=1)([O-:3])=[O:2].[C:12](OC(=O)C)(=[O:14])[CH3:13].C(O)(=O)C>O>[C:12]([O:9][CH2:8][C:7]1[CH:6]=[CH:5][C:4]([N+:1]([O-:3])=[O:2])=[CH:11][CH:10]=1)(=[O:14])[CH3:13]. Reported procedure: 7.6 g (0.05 mol) of 4-nitrobenzyl alcohol, 4.7 ml (0.05 mol) of acetic anhydride and 5.8 ml (0.1 mol) of acetic acid were introduced into a round-bottomed flask and the mixture was heated at reflux for eight hours. The reaction medium was poured into water, extracted with ethyl ether, the organic phase decanted off, dried over magnesium sulfate and evaporated. The residue was triturated in hexane, filtered and dried. 6.1 g (62%) of 4-nitrobenzyl acetate of melting point 77°-78° C. were recovered... Product: NCC[C@@H](C)N1CCC(CC1)NC1=CC=C(C=C1)OC ([1-((R)-3-amino-1-methyl-propyl)-piperidin-4-yl]-(4-methoxy-phenyl)-amine). Reaction SMILES: [CH3:1][O:2][C:3]1[CH:8]=[CH:7][C:6]([NH2:9])=[CH:5][CH:4]=1.O=[C:11]1[CH2:16][CH2:15][N:14]([C@H:17]([CH3:21])[CH2:18][C:19]#[N:20])[CH2:13][CH2:12]1>>[NH2:20][CH2:19][CH2:18][C@H:17]([N:14]1[CH2:15][CH2:16][CH:11]([NH:9][C:6]2[CH:7]=[CH:8][C:3]([O:2][CH3:1])=[CH:4][CH:5]=2)[CH2:12][CH2:13]1)[CH3:21]. Reported procedure: Using general procedure A with p-anisidine (738 mg, 6.00 mmol) and (R)-3-(4-oxo-piperidin-1-yl)-butyronitrile (1.11 g, 6.67 mmol) followed by general procedure J gave [1-((R)-3-amino-1-methyl-propyl)-piperidin-4-yl]-(4-methoxy-phenyl)-amine as an orange oil (1.43 g, 86% over 2 steps). The reactants are COC1=CC=C(C=C1)N (p-anisidine), O=C1CCN(CC1)[C@@H](CC#N)C ((R)-3-(4-oxo-piperidin-1-yl)-butyronitrile). Starting materials: N=C(N)N1CCc2ccc(OCC3(C(=O)O)CCN(c4ccncc4)CC3)cc2C1, Cl, Cl, O. The product is N=C(N)N1CCc2ccc(OCC3(C(=O)O)CCN(c4ccncc4)CC3)cc2C1. Reaction SMILES: [C:3]([NH2:4])(=[NH:5])[N:6]1[CH2:7][c:8]2[cH:9][c:10]([O:16][CH2:17][C:18]3([C:30](=[O:31])[OH:32])[CH2:19][CH2:20][N:21]([c:24]4[cH:25][cH:26][n:27][cH:28][cH:29]4)[CH2:22][CH2:23]3)[cH:11][cH:12][c:13]2[CH2:14][CH2:15]1.[ClH:1].[ClH:2].[OH2:33]>>[C:3](=[NH:4])([NH2:5])[N:6]1[CH2:7][c:8]2[cH:9][c:10]([O:16][CH2:17][C:18]3([C:30](=[O:31])[OH:32])[CH2:19][CH2:20][N:21]([c:24]4[cH:25][cH:26][n:27][cH:28][cH:29]4)[CH2:22][CH2:23]3)[cH:11][cH:12][c:13]2[CH2:14][CH2:15]1. As a reaction SMILES: [Br:1][C:2]1[C:3]([NH2:10])=[N:4][CH:5]=[C:6](Br)[C:7]=1[CH3:8].[Li]CCCC>C1COCC1>[Br:1][C:2]1[C:3]([NH2:10])=[N:4][CH:5]=[CH:6][C:7]=1[CH3:8]. Yields the product BrC=1C(=NC=CC1C)N (3-bromo-4-methyl-pyridin-2-ylamine). Reaction conditions: temperature -78 celsius, time 1 hour. Procedure: To a solution of 3,5-dibromo-4-methyl-pyridin-2-ylamine (3.38 g, 12.7 mmol) in THF (60 mL) cooled to −78° C. was added n-BuLi (1.9M in pentane) (13.4 mL, 25.4 mmol) to give an orange solution. The solution was stirred at −78° C. for 1 h and then quenched with water (10 mL). The pH of the mixture was adjusted to ˜12 with 10N NaOH and then extracted with CH2Cl2 (3×30 mL), dried (Na2SO4), filtered and concentrated in vacuo to give an orange oil. Purification by column chromatography on silica gel (... Solvent: C1CCOC1 (THF). Isolated yield 70.7%. Starting materials: BrC=1C(=NC=C(C1C)Br)N (3,5-dibromo-4-methyl-pyridin-2-ylamine), [Li]CCCC (n-BuLi).